From a dataset of the Open Reaction Database (ORD), a public repository of structured organic reaction records. describe an organic reaction: reactants, conditions, products, and yield Reactants: CC(=O)O[BH-](OC(C)=O)OC(C)=O, Cc1noc(-c2ccc(-n3cc4c(n3)CCNCC4)cc2)n1, CC(C)=O, CC(=O)O, CO, ClCCl, [Na+]. Yields the product Cc1noc(-c2ccc(-n3cc4c(n3)CCN(C(C)C)CC4)cc2)n1. RXN SMILES: [C:31]([O:32][BH-:33]([O:34][C:35](=[O:36])[CH3:37])[O:38][C:39](=[O:40])[CH3:41])(=[O:42])[CH3:43].[CH3:1][c:2]1[n:3][o:4][c:5](-[c:7]2[cH:8][cH:9][c:10](-[n:13]3[n:14][c:15]4[c:21]([cH:22]3)[CH2:20][CH2:19][NH:18][CH2:17][CH2:16]4)[cH:11][cH:12]2)[n:6]1.[CH3:23][C:24]([CH3:25])=[O:26].[CH3:27][C:28](=[O:29])[OH:30].[CH3:48][OH:49].[Cl:45][CH2:46][Cl:47].[Na+:44]>>[CH3:1][c:2]1[n:3][o:4][c:5](-[c:7]2[cH:8][cH:9][c:10](-[n:13]3[n:14][c:15]4[c:21]([cH:22]3)[CH2:20][CH2:19][N:18]([CH:24]([CH3:23])[CH3:25])[CH2:17][CH2:16]4)[cH:11][cH:12]2)[n:6]1. Reactants: C([O-])(O)=O.[Na+] (sodium bicarbonate), C(C)(=O)O[C@H]1OC([C@@](C1(C)F)(C)OC(C)=O)COC(C1=CC=CC=C1)=O ((2R,4R)-5-(benzoyloxymethyl)-3-fluoro-3,4-dimethyltetrahydrofuran-2,4-diyl diacetate), Cl[Sn](Cl)(Cl)Cl (SnCl4), N1C(=O)NC(=O)C(C)=C1 (thymine), N,O-Bis-trimethylsilylacetamide. Solvent: C(C)#N (acetonitrile), C(C)#N (acetonitrile). The product is C(C1=CC=CC=C1)(=O)OC[C@H]1OC([C@](C1(C)OC(C)=O)(C)F)N1C(NC(C(=C1)C)=O)=O (((2R,4R)-3-acetoxy-4-fluoro-3,4-dimethyl-5-(5-methyl-2,4-dioxo-3,4-dihydropyrimidin-1(2H)-yl)tetrahydrofuran-2-yl)methyl benzoate). Isolated yield 34.0%. As a reaction SMILES: [NH:1]1[CH:9]=[C:7]([CH3:8])[C:5](=[O:6])[NH:4][C:2]1=[O:3].C(O[C@@H:14]1[C:18]([F:20])([CH3:19])[C@@:17]([O:22][C:23](=[O:25])[CH3:24])([CH3:21])[CH:16]([CH2:26][O:27][C:28](=[O:35])[C:29]2[CH:34]=[CH:33][CH:32]=[CH:31][CH:30]=2)[O:15]1)(=O)C.Cl[Sn](Cl)(Cl)Cl.C(=O)(O)[O-].[Na+]>C(#N)C>[C:28]([O:27][CH2:26][C@@H:16]1[C:17]([O:22][C:23](=[O:25])[CH3:24])([CH3:21])[C@:18]([F:20])([CH3:19])[CH:14]([N:1]2[CH:9]=[C:7]([CH3:8])[C:5](=[O:6])[NH:4][C:2]2=[O:3])[O:15]1)(=[O:35])[C:29]1[CH:30]=[CH:31][CH:32]=[CH:33][CH:34]=1 |f:3.4|. Procedure: To a stirred solution of thymine (about 0.68 g, 5.43 mmol) in acetonitrile (about 15 ml) was added compound N,O-Bis-trimethylsilylacetamide (7.90 ml, 32.6 mmol) at room temperature and refluxed for about 2 hours. To this added (2R,4R)-5-(benzoyloxymethyl)-3-fluoro-3,4-dimethyltetrahydrofuran-2,4-diyl diacetate (about 1.00 g, 2.71 mmol) in acetonitrile (about 15 ml) drop wise at about 0° C. and SnCl4 (about 0.47 ml, 4.00 mmol) then refluxed for about 15 hours. Completion of the reaction monitored...